Task: describe an organic reaction: reactants, conditions, products, and yield. Dataset: the Open Reaction Database (ORD), a public repository of structured organic reaction records Reactants: [H-].[Na+] (sodium hydride), ClC1=CC=CC(=N1)C1=NN2C(C=CC=C2)=C1C1=CC=C(C=C1)F (2-(6-chloro-pyridin-2-yl)-3-(4-fluoro-phenyl)-pyrazolo[1,5-a]pyridine), C(C)O (ethanol). Run at temperature 0 celsius, time 30 minute. The product is C(C)OC1=CC=CC(=N1)C1=NN2C(C=CC=C2)=C1C1=CC=C(C=C1)F (2-(6-Ethoxy-pyridin-2-yl)-3-(4-fluoro-phenyl)-pyrazolo[1,5-a]pyridine). Isolated yield 93.0%. Reaction SMILES: [H-].[Na+].Cl[C:4]1[N:9]=[C:8]([C:10]2[C:18]([C:19]3[CH:24]=[CH:23][C:22]([F:25])=[CH:21][CH:20]=3)=[C:13]3[CH:14]=[CH:15][CH:16]=[CH:17][N:12]3[N:11]=2)[CH:7]=[CH:6][CH:5]=1.[CH2:26]([OH:28])[CH3:27]>>[CH2:26]([O:28][C:4]1[N:9]=[C:8]([C:10]2[C:18]([C:19]3[CH:24]=[CH:23][C:22]([F:25])=[CH:21][CH:20]=3)=[C:13]3[CH:14]=[CH:15][CH:16]=[CH:17][N:12]3[N:11]=2)[CH:7]=[CH:6][CH:5]=1)[CH3:27] |f:0.1|. Procedure details: Add sodium hydride (20.7 mg, 0.52 mmol) to a solution of 2-(6-chloro-pyridin-2-yl)-3-(4-fluoro-phenyl)-pyrazolo[1,5-a]pyridine (33.5 mg, 0.10 mmol) in ethanol (2.5 mL) at 0° C. Stir the reaction mixture at 0° C. for 30 minutes and at 80° C. for 48 hours. Cool the reaction mixture to room temperature and concentrate in vacuo Using the same procedure as above afforded the title compound 31 mg (93%) as an off-white solid. The reactants are C(=O)(O)[O-].[Na+] (NaHCO3), COC1=C(C(=CC=C1)OC)C1CCCC(N1)=O (6-(2,6-dimethoxyphenyl)piperidin-2-one), C(C1=CC=CC=C1)OC1=CC=C(C=C1)CCl (1-(benzyloxy)-4-(chloromethyl)benzene), [H-].[Na+] (NaH). Run in CN(C)C=O (DMF). Reaction conditions: temperature 60 celsius. Product: C(C1=CC=CC=C1)OC1=CC=C(CN2C(CCCC2C2=C(C=CC=C2OC)OC)=O)C=C1 (1-(4-(benzyloxy)benzyl)-6-(2,6-dimethoxyphenyl)piperidin-2-one). RXN SMILES: [CH3:1][O:2][C:3]1[CH:8]=[CH:7][CH:6]=[C:5]([O:9][CH3:10])[C:4]=1[CH:11]1[NH:16][C:15](=[O:17])[CH2:14][CH2:13][CH2:12]1.[H-].[Na+].[CH2:20]([O:27][C:28]1[CH:33]=[CH:32][C:31]([CH2:34]Cl)=[CH:30][CH:29]=1)[C:21]1[CH:26]=[CH:25][CH:24]=[CH:23][CH:22]=1.C([O-])(O)=O.[Na+]>CN(C=O)C>[CH2:20]([O:27][C:28]1[CH:29]=[CH:30][C:31]([CH2:34][N:16]2[CH:11]([C:4]3[C:5]([O:9][CH3:10])=[CH:6][CH:7]=[CH:8][C:3]=3[O:2][CH3:1])[CH2:12][CH2:13][CH2:14][C:15]2=[O:17])=[CH:32][CH:33]=1)[C:21]1[CH:22]=[CH:23][CH:24]=[CH:25][CH:26]=1 |f:1.2,4.5|. Procedure details: A mixture of 6-(2,6-dimethoxyphenyl)piperidin-2-one (110 mg; 0.46 mmol) in anh. DMF (2 ml) was treated at rt with NaH (60% dispersion in mineral oil; 118 mg; 2.95 mmol), and with commercially available 1-(benzyloxy)-4-(chloromethyl)benzene (130 mg; 0.56 mmol). The resulting mixture was then heated to 60° C., under nitrogen, for 1 h. After cooling to rt, aq. sat. NaHCO3 was added, and this mixture was extracted with AcOEt (2×). The mixed organic layers were washed with brine, dried over anh. MgSO... Starting materials: C(C)(C)NCC1OC2(OC1)C=1C=CN(C1CCC2Br)S(=O)(=O)C2=CC=C(C=C2)C (4'-isopropylaminomethyl-5-bromo-1-p-toluenesulfonyl-4,5,6,7-tetrahydroindole-4-spiro-2'-[1,3]dioxolane), N1CCOCC1 (morpholine). Product: C(C)(C)NCC(COC1=C2C=CN(C2=CC=C1)S(=O)(=O)C1=CC=C(C=C1)C)O (4-(3-isopropylamino-2-hydroxypropoxy)-1-p-toluenesulfonylindole). The yield is 29.0%. As a reaction SMILES: [CH:1]([NH:4][CH2:5][CH:6]1[CH2:10][O:9][C:8]2([CH:18](Br)[CH2:17][CH2:16][C:15]3[N:14]([S:20]([C:23]4[CH:28]=[CH:27][C:26]([CH3:29])=[CH:25][CH:24]=4)(=[O:22])=[O:21])[CH:13]=[CH:12][C:11]2=3)[O:7]1)([CH3:3])[CH3:2].N1CCOCC1>>[CH:1]([NH:4][CH2:5][CH:6]([OH:7])[CH2:10][O:9][C:8]1[CH:18]=[CH:17][CH:16]=[C:15]2[C:11]=1[CH:12]=[CH:13][N:14]2[S:20]([C:23]1[CH:28]=[CH:27][C:26]([CH3:29])=[CH:25][CH:24]=1)(=[O:22])=[O:21])([CH3:3])[CH3:2]. Reported procedure: In a flask equipped with a reflux condenser is placed 4'-isopropylaminomethyl-5-bromo-1-p-toluenesulfonyl-4,5,6,7-tetrahydroindole-4-spiro-2'-[1,3]dioxolane (100 parts) and morpholine. The solution is refluxed for 20 hours. After cooling, the reaction mixture is concentrated in vacuo to leave resin. Chromatographic purification of the resin affords 4-(3-isopropylamino-2-hydroxypropoxy)-1-p-toluenesulfonylindole (24 parts) in 29% yield. This showed the same physical characteristics with an authen...